Dataset: the Open Reaction Database (ORD), a public repository of structured organic reaction records. Task: describe an organic reaction: reactants, conditions, products, and yield The reactants are FC=1C=C(C(C(=O)O)O)C=C(C1)F (3,5-difluoromandelic acid), N[C@@H](C)C(=O)NC1C(N(C2=C(C(=N1)C1=CC=CC=C1)C=CC=C2)C)=O (3-(L-alaninyl)amino-2,3-dihydro-1-methyl-5-phenyl-1H-1,4-benzodiazepin-2-one). Yields the product FC=1C=C(C=C(C1)F)C(C(=O)N[C@@H](C)C(=O)NC1C(N(C2=C(C(=N1)C1=CC=CC=C1)C=CC=C2)C)=O)O (3-[N′-(3,5-Difluorophenyl-α-hydroxyacetyl)-L-alaninyl]amino-2,3-dihydro-1-methyl-5-phenyl-1H-1,4-benzodiazepin-2-one). Reaction SMILES: [F:1][C:2]1[CH:3]=[C:4]([CH:10]=[C:11]([F:13])[CH:12]=1)[CH:5]([OH:9])[C:6]([OH:8])=O.[NH2:14][C@H:15]([C:17]([NH:19][CH:20]1[N:26]=[C:25]([C:27]2[CH:32]=[CH:31][CH:30]=[CH:29][CH:28]=2)[C:24]2[CH:33]=[CH:34][CH:35]=[CH:36][C:23]=2[N:22]([CH3:37])[C:21]1=[O:38])=[O:18])[CH3:16]>>[F:13][C:11]1[CH:10]=[C:4]([CH:5]([OH:9])[C:6]([NH:14][C@H:15]([C:17]([NH:19][CH:20]2[N:26]=[C:25]([C:27]3[CH:32]=[CH:31][CH:30]=[CH:29][CH:28]=3)[C:24]3[CH:33]=[CH:34][CH:35]=[CH:36][C:23]=3[N:22]([CH3:37])[C:21]2=[O:38])=[O:18])[CH3:16])=[O:8])[CH:3]=[C:2]([F:1])[CH:12]=1. Procedure details: Following General Procedure D above using 3,5-difluoromandelic acid (Fluorochem) and 3-(L-alaninyl)amino-2,3-dihydro-1-methyl-5-phenyl-1H-1,4-benzodiazepin-2-one (Example 8-B), the title compound was prepared as a solid. The product was purified by LC 2000 chromatography, eluting with hexanes/ethyl acetate (20:80). Reactants: Cl, O=C1CNCCN1S(=O)(=O)c1ccc(C(F)(F)F)cc1[N+](=O)[O-], Cc1cn(CC(=O)O)c(=O)[nH]c1=O. Product: Cc1cn(CC(=O)N2CCN(S(=O)(=O)c3ccc(C(F)(F)F)cc3[N+](=O)[O-])C(=O)C2)c(=O)[nH]c1=O. As a reaction SMILES: [ClH:24].[N+:1](=[O:2])([O-:3])[c:4]1[c:5]([S:14](=[O:15])(=[O:16])[N:17]2[C:18](=[O:23])[CH2:19][NH:20][CH2:21][CH2:22]2)[cH:6][cH:7][c:8]([C:10]([F:11])([F:12])[F:13])[cH:9]1.[n:25]1([CH2:34][C:35](=[O:36])[OH:37])[c:26](=[O:27])[nH:28][c:29](=[O:30])[c:31]([CH3:32])[cH:33]1>>[N+:1](=[O:2])([O-:3])[c:4]1[c:5]([S:14](=[O:15])(=[O:16])[N:17]2[C:18](=[O:23])[CH2:19][N:20]([C:35]([CH2:34][n:25]3[c:26](=[O:27])[nH:28][c:29](=[O:30])[c:31]([CH3:32])[cH:33]3)=[O:36])[CH2:21][CH2:22]2)[cH:6][cH:7][c:8]([C:10]([F:11])([F:12])[F:13])[cH:9]1.